From a dataset of the Open Reaction Database (ORD), a public repository of structured organic reaction records. describe an organic reaction: reactants, conditions, products, and yield The reactants are N(=O)[O-].[Na+] (sodium nitrite), NC1=C(C=C(C#N)C=C1)C (4-amino-3-methylbenzonitrile), O.O.[Sn](Cl)Cl (tin dichloride dihydrate). Solvent: O (water), Cl (HCl), Cl (HCl). Run at time 5 minute. The product is Cl.N(N)C1=C(C=C(C#N)C=C1)C (4-Hydrazino-3-methyl-benzonitrile hydrochloride). Yield: 36.0%. Reaction SMILES: [N:1]([O-])=O.[Na+].[NH2:5][C:6]1[CH:13]=[CH:12][C:9]([C:10]#[N:11])=[CH:8][C:7]=1[CH3:14].O.O.[Sn](Cl)[Cl:18]>O.Cl>[ClH:18].[NH:5]([C:6]1[CH:13]=[CH:12][C:9]([C:10]#[N:11])=[CH:8][C:7]=1[CH3:14])[NH2:1] |f:0.1,3.4.5,8.9|. Reported procedure: A solution of sodium nitrite (0.52 g, 7.57 mmol) in water (3 mL) was added dropwise to a cold (0° C.) mixture of 4-amino-3-methylbenzonitrile (1 g, 7.57 mmol) and concentrated HCl (12 mL) keeping the internal temperature below 0° C. After 5 min stirring, tin dichloride dihydrate (3.75 g, 16.6 mmol) in concentrated HCl (4 mL) was added at 0° C. The reaction mixture was allowed to warm to rt and stirred for 2 h. The resulting precipitate was collected by vacuum filtration and dried to provide 500 ... Yield: 59.8%. Yields the product C1(CC1)C1=CC=C(OC2CCN(CC2)C(=O)C=2C=CC(=NC2)N2C(OC[C@H]2C)=O)C=C1 ((R)-3-{5-[4-(4-cyclopropylphenoxy)piperidine-1-carbonyl]pyridin-2-yl}-4-methyloxazolidin-2-one). Reported procedure: By reaction and treatment in the same manner as in Example 1 and using (6-bromopyridin-3-yl)[4-(4-cyclopropylphenoxy)piperidin-1-yl]methanone (401 mg) described in Preparation Example 152 and (R)-4-methyloxazolidin-2-one (111 mg) described in Preparation Example 25, the title compound (252 mg) was obtained. Starting materials: BrC1=CC=C(C=N1)C(=O)N1CCC(CC1)OC1=CC=C(C=C1)C1CC1 ((6-bromopyridin-3-yl)[4-(4-cyclopropylphenoxy)piperidin-1-yl]methanone), C[C@H]1NC(OC1)=O ((R)-4-methyloxazolidin-2-one). RXN SMILES: Br[C:2]1[N:7]=[CH:6][C:5]([C:8]([N:10]2[CH2:15][CH2:14][CH:13]([O:16][C:17]3[CH:22]=[CH:21][C:20]([CH:23]4[CH2:25][CH2:24]4)=[CH:19][CH:18]=3)[CH2:12][CH2:11]2)=[O:9])=[CH:4][CH:3]=1.[CH3:26][C@@H:27]1[CH2:31][O:30][C:29](=[O:32])[NH:28]1>>[CH:23]1([C:20]2[CH:21]=[CH:22][C:17]([O:16][CH:13]3[CH2:14][CH2:15][N:10]([C:8]([C:5]4[CH:4]=[CH:3][C:2]([N:28]5[C@H:27]([CH3:26])[CH2:31][O:30][C:29]5=[O:32])=[N:7][CH:6]=4)=[O:9])[CH2:11][CH2:12]3)=[CH:18][CH:19]=2)[CH2:25][CH2:24]1. The reactants are ClC1=NC=C(C=C1C(=O)O)OC[C@H]1NCC1 ((S)-2-chloro-3-carboxy-5-(2-azetidinylmethoxy)pyridine), C(Cl)Cl (CH2Cl2), C1(CCCCC1)N=C=NC1CCCCC1 (dicyclohexylcarbodiimide). Product: NCC1=CC=C(C=C1)CN (1,4-bisaminomethylbenzene). As a reaction SMILES: Cl[C:2]1[C:7]([C:8](O)=O)=[CH:6][C:5](OC[C@@H]2CCN2)=[CH:4][N:3]=1.[CH:17]1([N:23]=C=NC2CCCCC2)CCCCC1.[CH2:32](Cl)Cl>>[NH2:23][CH2:17][C:4]1[CH:5]=[CH:6][C:7]([CH2:2][NH2:3])=[CH:8][CH:32]=1. Procedure: A solution of (S)-2-chloro-3-carboxy-5-(2-azetidinylmethoxy)pyridine 10 (R1=Cl and n=1) (2 mmol) and the linker molecule 1,4-bisaminomethylbenzene (1 mmol) in CH2Cl2 (5 mL) is prepared under argon in a flask equipped with magnetic stirrer and a drying tube. To this solution is added dicyclohexylcarbodiimide (solid, 2.2 mmol). The progress of the reaction is followed by tlc and after reaction occurs, the reaction solution is quenched in water, aqueous sodium bicarbonate is added and the aqueous m... The reactants are [N-]=C=O (isocyanate), compound 1a, CN(C)C=O (DMF), N1(CCCCC1)C1=CC=C(C=C1)CN ((4-(piperidin-1-yl)phenyl)methanamine), ClC(Cl)(OC(OC(Cl)(Cl)Cl)=O)Cl (triphosgene). The solvent is CCOC(=O)C (AcOEt), CCOC(=O)C (AcOEt). Conditions: temperature 80 celsius. Product: N1(CCCCC1)C1=CC=C(CNC(=O)NC2=CC=CC=3NC(NC32)=O)C=C1 (1-(4-(piperidin-1-yl)benzyl)-3-(2,3-dihydro-2-oxo-1H-benzo[d]imidazol-4-yl)urea). Isolated yield 18.0%. Reaction SMILES: [N:1]1([C:7]2[CH:12]=[CH:11][C:10]([CH2:13][NH2:14])=[CH:9][CH:8]=2)[CH2:6][CH2:5][CH2:4][CH2:3][CH2:2]1.ClC(Cl)(O[C:19](=[O:25])OC(Cl)(Cl)Cl)Cl.[N-:27]=[C:28]=O.[CH3:30][N:31]([CH:33]=[O:34])C>CCOC(C)=O>[N:1]1([C:7]2[CH:12]=[CH:11][C:10]([CH2:13][NH:14][C:33]([NH:31][C:30]3[C:28]4[NH:27][C:19](=[O:25])[NH:1][C:2]=4[CH:3]=[CH:4][CH:5]=3)=[O:34])=[CH:9][CH:8]=2)[CH2:6][CH2:5][CH2:4][CH2:3][CH2:2]1. Procedure details: (4-(piperidin-1-yl)phenyl)methanamine 2m (1.47 g, 7.8 mmol) was dissolved in 40 ml of AcOEt and at 0° C. triphosgene (2.3 g, 1 equiv.) was added to the solution. The mixture was warmed at 80° C. for 4 hours then evaporated and the residue was dissolved in 20 ml of DMF. The solution of the isocyanate was added dropwise to a solution in DMF (10 ml) of compound 1a (1.15 g, 7.8 mmol) and the mixture was warmed at 80° C. for 8 hours. (TLC AcOEt). The solvent was evaporated and the crude was dissolved... Reactants: ON1N=NC2=C1C=CC=C2 (1-hydroxybenzotriazole), N1([C@H](C(=O)N[C@H](CC2=CNC3=CC=CC=C23)C(=O)N[C@@H](CC2=CC=CC=C2)C(=O)O)CCC1)C(=O)OC(C)(C)C (BocPro-DTrp-PheOH), N[C@H](CC1=CNC2=CC=CC=C12)C(=O)N[C@@H](CC(C)C)C(=O)N([C@@H](CCSC)C(=O)N)C.FC(F)(F)C(=O)O (HDTrp-Leu-MeMetNH2 trifluoroacetate), C1(CCCCC1)N=C=NC1CCCCC1 (dicyclohexylcarbodiimide). Isolated yield 60.0%. Procedure details: Condensation of BocPro-DTrp-PheOH (Example 33, 1.49 g.) and HDTrp-Leu-MeMetNH2 trifluoroacetate salt (1.25 g.) using dicyclohexylcarbodiimide and 1-hydroxybenzotriazole gave BocPro-DTrp-Phe-DTrp-Leu-MeMetNH2 in 60% yield. De-t-butoxycarbonylation of BocPro-DTrp-Phe-DTrp-Leu-MeMetNH2 (1.50 g.) using trifluoroacetic acid in dimethyl sulfide and ethanedithiol gave HPro-DTrp-Phe-DTrp-Leu-MeMetNH2, which was isolated as the amorphous white solid phosphate (1:2) salt dihydrate in 57% yield. As a reaction SMILES: [N:1]1([C:34]([O:36][C:37]([CH3:40])([CH3:39])[CH3:38])=[O:35])[CH2:33][CH2:32][CH2:31][C@H:2]1[C:3]([NH:5][C@@H:6]([C:17]([NH:19][C@H:20]([C:28](O)=[O:29])[CH2:21][C:22]1[CH:27]=[CH:26][CH:25]=[CH:24][CH:23]=1)=[O:18])[CH2:7][C:8]1[C:16]2[C:11](=[CH:12][CH:13]=[CH:14][CH:15]=2)[NH:10][CH:9]=1)=[O:4].[NH2:41][C@@H:42]([C:53]([NH:55][C@H:56]([C:61]([N:63]([CH3:72])[C@H:64]([C:69]([NH2:71])=[O:70])[CH2:65][CH2:66][S:67][CH3:68])=[O:62])[CH2:57][CH:58]([CH3:60])[CH3:59])=[O:54])[CH2:43][C:44]1[C:52]2[C:47](=[CH:48][CH:49]=[CH:50][CH:51]=2)[NH:46][CH:45]=1.FC(C(O)=O)(F)F.C1(N=C=NC2CCCCC2)CCCCC1.ON1C2C=CC=CC=2N=N1>>[N:1]1([C:34]([O:36][C:37]([CH3:39])([CH3:38])[CH3:40])=[O:35])[CH2:33][CH2:32][CH2:31][C@H:2]1[C:3]([NH:5][C@@H:6]([C:17]([NH:19][C@H:20]([C:28]([NH:41][C@@H:42]([C:53]([NH:55][C@H:56]([C:61]([N:63]([CH3:72])[C@H:64]([C:69]([NH2:71])=[O:70])[CH2:65][CH2:66][S:67][CH3:68])=[O:62])[CH2:57][CH:58]([CH3:60])[CH3:59])=[O:54])[CH2:43][C:44]1[C:52]2[C:47](=[CH:48][CH:49]=[CH:50][CH:51]=2)[NH:46][CH:45]=1)=[O:29])[CH2:21][C:22]1[CH:27]=[CH:26][CH:25]=[CH:24][CH:23]=1)=[O:18])[CH2:7][C:8]1[C:16]2[C:11](=[CH:12][CH:13]=[CH:14][CH:15]=2)[NH:10][CH:9]=1)=[O:4] |f:1.2|. The product is N1([C@H](C(=O)N[C@H](CC2=CNC3=CC=CC=C23)C(=O)N[C@@H](CC2=CC=CC=C2)C(=O)N[C@H](CC2=CNC3=CC=CC=C23)C(=O)N[C@@H](CC(C)C)C(=O)N([C@@H](CCSC)C(=O)N)C)CCC1)C(=O)OC(C)(C)C (BocPro-DTrp-Phe-DTrp-Leu-MeMetNH2).